Task: describe an organic reaction: reactants, conditions, products, and yield. Dataset: the Open Reaction Database (ORD), a public repository of structured organic reaction records Product: C1[C@@H]([C@H](O[C@H]1N2C=NC(=NC2=O)N)CO)O (decitabine). The solvent is C(C)#N (acetonitrile), CO (methanol), CO (methanol), CO (methanol). The yield is 36.8%. Reaction SMILES: FC(F)(F)C(=N[Si](C)(C)C)O[Si](C)(C)C.[NH:16]1[CH:23]=[N:22][C:20]([NH2:21])=[N:19][C:17]1=[O:18].C[Si](OS(C(F)(F)F)(=O)=O)(C)C.Cl[C:37]1([O:43][C@H:42]([CH:44](C(C2C=CC(C)=CC=2)=O)[OH:45])[C@@:40](C(C2C=CC(C)=CC=2)=O)([OH:41])[CH2:39]1)O.C[O-].[Na+]>C(#N)C.CO>[CH2:39]1[C@H:37]([N:16]2[C:17](=[O:18])[N:19]=[C:20]([NH2:21])[N:22]=[CH:23]2)[O:43][C@H:42]([CH2:44][OH:45])[C@H:40]1[OH:41] |f:4.5|. Reaction conditions: time 90 minute. Procedure details: 34 mL of BSTFA are added to a suspension of 6.4 g of azacytosine in 300 mL of acetonitrile. The mixture is brought to 50° C. and it is stirred for 90 minutes. It is cooled to ambient temperature, 6.3 mL of trimethylsilyltriflate and 11.1 g of 1-chloro-3,5-di-p-toluoyl-2-deoxy-D-ribofuranose are added to the solution, in about ten minutes. It is stirred for 140 minutes, 400 mL of methanol are added controlling the temperature in an ice bath. Concentration is carried out at low pressure until a vi... Starting materials: FC(C(O[Si](C)(C)C)=N[Si](C)(C)C)(F)F (BSTFA), N1C(=O)N=C(N)N=C1 (azacytosine), solution, C[O-].[Na+] (sodium methylate), C[Si](C)(C)OS(=O)(=O)C(F)(F)F (trimethylsilyltriflate), ClC1(O)C[C@](O)([C@H](O1)C(O)C(=O)C1=CC=C(C=C1)C)C(=O)C1=CC=C(C=C1)C (1-chloro-3,5-di-p-toluoyl-2-deoxy-D-ribofuranose). Starting materials: COC(CBr)OC, C1CCOC1, CS(=O)(=O)c1cc(O)c(CO)c(F)c1, O, O=S(=O)(O)O. The product is CS(=O)(=O)c1cc(F)c2c(c1)OC(CBr)OC2. Reaction SMILES: [Br:15][CH2:16][CH:17]([O:18][CH3:19])[O:20][CH3:21].[CH2:28]1[O:29][CH2:30][CH2:31][CH2:32]1.[F:1][c:2]1[c:3]([CH2:13][OH:14])[c:4]([OH:12])[cH:5][c:6]([S:8](=[O:9])(=[O:10])[CH3:11])[cH:7]1.[OH2:27].[S:22](=[O:23])(=[O:24])([OH:25])[OH:26]>>[F:1][c:2]1[c:3]2[c:4]([cH:5][c:6]([S:8](=[O:9])(=[O:10])[CH3:11])[cH:7]1)[O:12][CH:17]([CH2:16][Br:15])[O:14][CH2:13]2. Starting materials: [N+](=O)([O-])C=1C=C2C=C(NC2=CC1)C(=O)N1CCN(CC1)C1=NC=CC=C1NC(CC)(C)C (1-[5-nitroindole-2-carbonyl]-4-[3-(1,1-dimethylpropylamino)-2-pyridinyl]piperazine). Reagents/catalysts: [Pd] (palladium on carbon). Solvent: CN(C=O)C.CO (dimethylformamide methanol). Conditions: time 4 hour. Product: NC=1C=C2C=C(NC2=CC1)C(=O)N1CCN(CC1)C1=NC=CC=C1NC(CC)(C)C (1-[5-Aminoindole-2-carbonyl]-4-[3-(1,1-dimethylpropylamino)-2-pyridinyl]piperazine). As a reaction SMILES: [N+:1]([C:4]1[CH:5]=[C:6]2[C:10](=[CH:11][CH:12]=1)[NH:9][C:8]([C:13]([N:15]1[CH2:20][CH2:19][N:18]([C:21]3[C:26]([NH:27][C:28]([CH3:32])([CH3:31])[CH2:29][CH3:30])=[CH:25][CH:24]=[CH:23][N:22]=3)[CH2:17][CH2:16]1)=[O:14])=[CH:7]2)([O-])=O>CN(C)C=O.CO.[Pd]>[NH2:1][C:4]1[CH:5]=[C:6]2[C:10](=[CH:11][CH:12]=1)[NH:9][C:8]([C:13]([N:15]1[CH2:20][CH2:19][N:18]([C:21]3[C:26]([NH:27][C:28]([CH3:31])([CH3:32])[CH2:29][CH3:30])=[CH:25][CH:24]=[CH:23][N:22]=3)[CH2:17][CH2:16]1)=[O:14])=[CH:7]2 |f:1.2|. Reported procedure: To a solution of 1-[5-nitroindole-2-carbonyl]-4-[3-(1,1-dimethylpropylamino)-2-pyridinyl]piperazine (PREPARATION 67, 1.00 g) in dimethylformamide/methanol (200 ml, 50/50) under nitrogen is added palladium on carbon (10%, 250 mg). The mixture is put under hydrogen (balloon) for 4 hr and nitrogen for 17 hr, filtered through a pad of celite, and concentrated under reduced pressure to give the title compound, NMR (CDCl3) 9.25, 7.66, 7.24, 7.06, 6.88, 6.76, 6.63, 4.58, 4.05, 3.35, 3.14, 1.73, 1.35 an... The reactants are O.NN (Hydrazine monohydrate), C1(CC1)C=1C=CC(=NC1OC)/C(=C/CCN1C(C2=CC=CC=C2C1=O)=O)/C1=CC=C(C=C1)SC (2-{(3E)-4-(5-cyclopropyl-6-methoxypyridin-2-yl)-4-[4-(methylsulfanyl)phenyl]but-3-en-1-yl}-1H-isoindole-1,3(2H)-dione), [OH-].[Na+] (sodium hydroxide). Run in C(C)O (ethanol). Conditions: temperature 95 celsius, time 1 hour. Yields the product C1(CC1)C=1C=CC(=NC1OC)/C(=C/CCN)/C1=CC=C(C=C1)SC ((3E)-4-(5-cyclopropyl-6-methoxypyridin-2-yl)-4-[4-(methylsulfanyl)phenyl]but-3-en-1-amine). Reaction SMILES: O.NN.[CH:4]1([C:7]2[CH:8]=[CH:9][C:10](/[C:15](/[C:30]3[CH:35]=[CH:34][C:33]([S:36][CH3:37])=[CH:32][CH:31]=3)=[CH:16]/[CH2:17][CH2:18][N:19]3C(=O)C4C(=CC=CC=4)C3=O)=[N:11][C:12]=2[O:13][CH3:14])[CH2:6][CH2:5]1.[OH-].[Na+]>C(O)C>[CH:4]1([C:7]2[CH:8]=[CH:9][C:10](/[C:15](/[C:30]3[CH:35]=[CH:34][C:33]([S:36][CH3:37])=[CH:32][CH:31]=3)=[CH:16]/[CH2:17][CH2:18][NH2:19])=[N:11][C:12]=2[O:13][CH3:14])[CH2:6][CH2:5]1 |f:0.1,3.4|. Procedure details: Hydrazine monohydrate (1 mL) was added to a solution of 2-{(3E)-4-(5-cyclopropyl-6-methoxypyridin-2-yl)-4-[4-(methylsulfanyl)phenyl]but-3-en-1-yl}-1H-isoindole-1,3(2H)-dione (320 mg) in ethanol (4 mL), and the mixture was stirred at 95° C. for one hour. The reaction solution was poured into a 3 M sodium hydroxide solution, followed by extraction with ethyl acetate. The organic layer was washed with brine, dried over anhydrous magnesium sulfate and filtered, after which the solvent was evaporated... Starting materials: O (water), CS(=O)(=O)C1=CC=C(C(CC(C(=O)OC)C(=O)C)=O)C=C1 (methyl 2-(4-methylsulfonylphenacyl)acetoacetate), CI (methyl iodide), [H-].[Na+] (sodium hydride). The solvent is O1CCCC1 (tetrahydrofuran). Reaction conditions: time 10 minute. Product: CC(C(=O)OC)(C(=O)C)CC(=O)C1=CC=C(C=C1)S(=O)(=O)C (Methyl 2-methyl-2-(4-methylsulfonylphenacyl)acetoacetate). Isolated yield 78.8%. RXN SMILES: [CH3:1][S:2]([C:5]1[CH:21]=[CH:20][C:8]([C:9](=[O:19])[CH2:10][CH:11]([C:16]([CH3:18])=[O:17])[C:12]([O:14][CH3:15])=[O:13])=[CH:7][CH:6]=1)(=[O:4])=[O:3].[H-].[Na+].[CH3:24]I.O>O1CCCC1>[CH3:24][C:11]([CH2:10][C:9]([C:8]1[CH:7]=[CH:6][C:5]([S:2]([CH3:1])(=[O:3])=[O:4])=[CH:21][CH:20]=1)=[O:19])([C:16]([CH3:18])=[O:17])[C:12]([O:14][CH3:15])=[O:13] |f:1.2|. Procedure: 0.65 g (2.1 mmol) of methyl 2-(4-methylsulfonylphenacyl)acetoacetate [prepared as described in Example 43(ii)] was dissolved in 20 ml of anhydrous tetrahydrofuran, and 92 mg (2.3 mmol) of sodium hydride (as a 60% w/w dispersion in mineral oil) were added to the resulting solution, whilst ice-cooling and under a nitrogen atmosphere. The mixture was stirred for 10 minutes, after which 1.1 ml (2.5 mmol) of methyl iodide were added, whilst ice-cooling, and the mixture was stirred for 2 hours. At the... Reactants: ClCCl, C[Si](C)(C)CC(N)=O, CCOC(CBr)(OCC)C(=NOC)C(=O)O, CN(C)C=O, NC1C(=O)N2C1SCC(O)C2C(=O)O, O=P(Cl)(Cl)Cl. The product is CCOC(CBr)(OCC)C(=NOC)C(=O)NC1C(=O)N2C1SCC(O)C2C(=O)O. Reaction SMILES: [CH2:44]([Cl:45])[Cl:46].[CH3:15][Si:16]([CH2:17][C:18]([NH2:19])=[O:20])([CH3:21])[CH3:22].[CH3:23][O:24][N:25]=[C:26]([C:27](=[O:28])[OH:29])[C:30]([CH2:31][Br:32])([O:33][CH2:34][CH3:35])[O:36][CH2:37][CH3:38].[CH3:47][N:48]([CH3:49])[CH:50]=[O:51].[NH2:1][CH:2]1[CH:3]2[N:4]([CH:5]([C:10](=[O:11])[OH:12])[CH:6]([OH:9])[CH2:7][S:8]2)[C:13]1=[O:14].[P:39]([Cl:40])([Cl:41])([Cl:42])=[O:43]>>[NH:1]([CH:2]1[CH:3]2[N:4]([CH:5]([C:10](=[O:11])[OH:12])[CH:6]([OH:9])[CH2:7][S:8]2)[C:13]1=[O:14])[C:27]([C:26](=[N:25][O:24][CH3:23])[C:30]([CH2:31][Br:32])([O:33][CH2:34][CH3:35])[O:36][CH2:37][CH3:38])=[O:28]. Yield: 27.0%. Reactants: O=C(NC=1C=CC=CC1Br)C. The reagents and catalysts are O=S(=O)([O-])CC=1C=NC(=CC1)C2=NC=C(C=C2)C.CCCC[N+](CCCC)(CCCC)CCCC, O1B(OC(C)(C)C1(C)C)B2OC(C)(C)C(O2)(C)C, C[OH2+].C[OH2+].C1CC=CCCC=C1.C1CC=CCCC=C1.[Ir].[Ir]. Run in O1CCCC1. Conditions: temperature 70 celsius, time 20 hour. Product: O=C(NC1=CC=C(C=C1Br)B2OC(C)(C)C(O2)(C)C)C, O=C(NC1=CC(=CC=C1Br)B2OC(C)(C)C(O2)(C)C)C. Reported procedure: Following general procedure F using 2‐bromoacetanilide (53.5 mg, 0.25 mmol), B2pin2 (127 mg, 0.50 mmol), [Ir(COD)OMe]2 (2.5 mg, 0.00375 mmol) and 1a (3.8 mg, 0.0075 mmol) in THF (1.25 mL). The reaction was stirred at 70 °C for 20 hours before cooling and the solvents removed. Analysis of crude 1 H NMR using internalstandard 1,2‐dimethoxyethane showed 1:1.4 meta:para borylation in 65% yield. The crude product was purified by silica gel chromatography (Pet. Ether (40‐60):EtOAc (19:1‐6:4) to give t...